Task: describe an organic reaction: reactants, conditions, products, and yield. Dataset: the Open Reaction Database (ORD), a public repository of structured organic reaction records Starting materials: CC#N, FC(F)(F)CN=C=S, NCCCCc1csc(NC(N)=NCC(F)(F)F)n1. Product: NC(=NCC(F)(F)F)Nc1nc(CCCCNC(=S)NCC(F)(F)F)cs1. As a reaction SMILES: [CH3:28][C:29]#[N:30].[F:1][C:2]([CH2:3][N:4]=[C:5]=[S:6])([F:7])[F:8].[F:9][C:10]([CH2:11][N:12]=[C:13]([NH:14][c:15]1[s:16][cH:17][c:18]([CH2:20][CH2:21][CH2:22][CH2:23][NH2:24])[n:19]1)[NH2:25])([F:26])[F:27]>>[F:1][C:2]([CH2:3][NH:4][C:5](=[S:6])[NH:24][CH2:23][CH2:22][CH2:21][CH2:20][c:18]1[cH:17][s:16][c:15]([NH:14][C:13](=[N:12][CH2:11][C:10]([F:9])([F:26])[F:27])[NH2:25])[n:19]1)([F:7])[F:8]. Reactants: C[O-], CO, FC(F)(F)c1cnc(Cl)c(Br)c1, [Na+]. The product is COc1ncc(C(F)(F)F)cc1Br. RXN SMILES: [CH3:13][O-:14].[CH3:16][OH:17].[Cl:1][c:2]1[n:3][cH:4][c:5]([C:9]([F:10])([F:11])[F:12])[cH:6][c:7]1[Br:8].[Na+:15]>>[c:2]1([O:14][CH3:13])[n:3][cH:4][c:5]([C:9]([F:10])([F:11])[F:12])[cH:6][c:7]1[Br:8]. Starting materials: CCN=C=NCCCN(C)C, CCOC(C)=O, NCc1ccccc1Cl, Cl, CN(C)C=O, O, On1nnc2ccccc21, O=C(O)c1ccc2cnccc2n1. The product is O=C(NCc1ccccc1Cl)c1ccc2cnccc2n1. RXN SMILES: [CH3:35][N:36]([CH3:37])[CH2:38][CH2:39][CH2:40][N:41]=[C:42]=[N:43][CH2:44][CH3:45].[CH3:51][CH2:52][O:53][C:54]([CH3:55])=[O:56].[Cl:25][c:26]1[c:27]([CH2:28][NH2:29])[cH:30][cH:31][cH:32][cH:33]1.[ClH:34].[O:46]=[CH:47][N:48]([CH3:49])[CH3:50].[OH2:14].[OH:15][n:16]1[c:17]2[cH:18][cH:19][cH:20][cH:21][c:22]2[n:23][n:24]1.[n:1]1[c:2]([C:11](=[O:12])[OH:13])[cH:3][cH:4][c:5]2[cH:6][n:7][cH:8][cH:9][c:10]12>>[n:1]1[c:2]([C:11](=[O:13])[NH:29][CH2:28][c:27]2[c:26]([Cl:25])[cH:33][cH:32][cH:31][cH:30]2)[cH:3][cH:4][c:5]2[cH:6][n:7][cH:8][cH:9][c:10]12. The reactants are C(C)(C)(C)OC(C(C)(C)SC=1SC=C(N1)CCOC1=CC=C(C=C1)Br)=O (2-({4-[2-(4-bromophenoxy)ethyl]-1,3-thiazol-2-yl}thio)-2-methylpropionic acid tert-butyl ester), FC=1C=C(C=CC1)OB(O)O (3-fluorophenylboric acid), O (water). Reagents/catalysts: C=1C=CC(=CC1)[P](C=2C=CC=CC2)(C=3C=CC=CC3)[Pd]([P](C=4C=CC=CC4)(C=5C=CC=CC5)C=6C=CC=CC6)([P](C=7C=CC=CC7)(C=8C=CC=CC8)C=9C=CC=CC9)[P](C=1C=CC=CC1)(C=1C=CC=CC1)C=1C=CC=CC1 (tetrakis(triphenylphosphine)palladium). Solvent: C(O)([O-])=O.[Na+] (sodium hydrogen carbonate), O1CCCC1 (tetrahydrofuran). Yields the product C(C)(C)(C)OC(C(C)(C)SC=1SC=C(N1)CCOC1=CC=C(C=C1)C1=CC(=CC=C1)F)=O (2-[(4-{2-[(3′-fluorobiphenyl-4-yl)oxy]ethyl}-1,3-thiazol-2-yl)thio]-2-methylpropionic acid tert-butyl ester). Isolated yield 64.1%. RXN SMILES: [C:1]([O:5][C:6](=[O:26])[C:7]([S:10][C:11]1[S:12][CH:13]=[C:14]([CH2:16][CH2:17][O:18][C:19]2[CH:24]=[CH:23][C:22](Br)=[CH:21][CH:20]=2)[N:15]=1)([CH3:9])[CH3:8])([CH3:4])([CH3:3])[CH3:2].[F:27][C:28]1[CH:29]=[C:30](OB(O)O)[CH:31]=[CH:32][CH:33]=1.O>O1CCCC1.C(=O)([O-])O.[Na+].C1C=CC([P]([Pd]([P](C2C=CC=CC=2)(C2C=CC=CC=2)C2C=CC=CC=2)([P](C2C=CC=CC=2)(C2C=CC=CC=2)C2C=CC=CC=2)[P](C2C=CC=CC=2)(C2C=CC=CC=2)C2C=CC=CC=2)(C2C=CC=CC=2)C2C=CC=CC=2)=CC=1>[C:1]([O:5][C:6](=[O:26])[C:7]([S:10][C:11]1[S:12][CH:13]=[C:14]([CH2:16][CH2:17][O:18][C:19]2[CH:24]=[CH:23][C:22]([C:32]3[CH:31]=[CH:30][CH:29]=[C:28]([F:27])[CH:33]=3)=[CH:21][CH:20]=2)[N:15]=1)([CH3:9])[CH3:8])([CH3:4])([CH3:3])[CH3:2] |f:4.5,^1:52,54,73,92|. Reported procedure: Under nitrogen atmosphere, 2-({4-[2-(4-bromophenoxy)ethyl]-1,3-thiazol-2-yl}thio)-2-methylpropionic acid tert-butyl ester (447 mg) synthesized in Example 67-1 and 3-fluorophenylboric acid (273 mg) were dissolved in tetrahydrofuran (10 mL) and sodium hydrogen carbonate (1 mol/l, 10 mL), tetrakis(triphenylphosphine)palladium (231 mg) was added, and the mixture was refluxed for 6.5 hr. The reaction mixture was cooled, water was added thereto, and the mixture was extracted with ethyl acetate. The or... Reactants: C(C)(=O)[O-].[Na+] (sodium acetate), N1CC2(CCC1)C1CCC(C2)CC1 (spiro[bicyclo[2.2.2]octane2,3'-piperidine]), ClCC(=O)Cl (chloroacetyl chloride). The solvent is CC(=O)C (acetone), O (water), O (water). Product: ClCC(=O)N1CC2(CCC1)C1CCC(C2)CC1 (1'-chloroacetyl-spiro [bicyclo[2.2.2]octane-2,3'-piperidine]). RXN SMILES: C([O-])(=O)C.[Na+].[NH:6]1[CH2:11][CH2:10][CH2:9][C:8]2([CH2:16][CH:15]3[CH2:17][CH2:18][CH:12]2[CH2:13][CH2:14]3)[CH2:7]1.[Cl:19][CH2:20][C:21](Cl)=[O:22]>O.CC(C)=O>[Cl:19][CH2:20][C:21]([N:6]1[CH2:11][CH2:10][CH2:9][C:8]2([CH2:16][CH:15]3[CH2:17][CH2:18][CH:12]2[CH2:13][CH2:14]3)[CH2:7]1)=[O:22] |f:0.1|. Procedure details: An amount of 20 g (0.244 mole) of sodium acetate and 18 g (0.100 mole) of spiro[bicyclo[2.2.2]octane2,3'-piperidine] is dissolved in 100 ml of water and 300 ml of acetone. A two-phase system is formed, to which is added dropwise at 0° to 5° an amount of 10.2 ml (14.4 g, 0.13 mole) of chloroacetyl chloride. An addition is then made to the mixture, at 0° to 5°, of 700 ml of water, whereupon the reaction product precipitates in flake form. Stirring is maintained for a further hour and the reaction ... Starting materials: BrC1=CC(=CC=C1)Br (1,3-Dibromobenzene), CC1(OB(OC1(C)C)C=1C=C(C=CC1)N1C2=CC=CC=C2C=2C=CC=CC12)C (9-(3-(4,4,5,5-tetramethyl-1,3,2-dioxaborolan-2-yl)phenyl)-9H-carbazole), C(C)(=O)[O-].[K+] (potassium acetate). Reagents/catalysts: C=1C=CC(=CC1)[P](C=2C=CC=CC2)(C=3C=CC=CC3)[Pd]([P](C=4C=CC=CC4)(C=5C=CC=CC5)C=6C=CC=CC6)([P](C=7C=CC=CC7)(C=8C=CC=CC8)C=9C=CC=CC9)[P](C=1C=CC=CC1)(C=1C=CC=CC1)C=1C=CC=CC1 (tetrakis(triphenylphosphine)palladium). The solvent is C1(=CC=CC=C1)C (toluene). Yields the product BrC=1C=C(C=CC1)C1=CC(=CC=C1)N1C2=CC=CC=C2C=2C=CC=CC12 (9-(3′-bromo-[1,1′-biphenyl]-3-yl)-9H-carbazole). RXN SMILES: Br[C:2]1[CH:7]=[CH:6][CH:5]=[C:4]([Br:8])[CH:3]=1.CC1(C)C(C)(C)OB([C:17]2[CH:18]=[C:19]([N:23]3[C:35]4[CH:34]=[CH:33][CH:32]=[CH:31][C:30]=4[C:29]4[C:24]3=[CH:25][CH:26]=[CH:27][CH:28]=4)[CH:20]=[CH:21][CH:22]=2)O1.C([O-])(=O)C.[K+]>C1(C)C=CC=CC=1.C1C=CC([P]([Pd]([P](C2C=CC=CC=2)(C2C=CC=CC=2)C2C=CC=CC=2)([P](C2C=CC=CC=2)(C2C=CC=CC=2)C2C=CC=CC=2)[P](C2C=CC=CC=2)(C2C=CC=CC=2)C2C=CC=CC=2)(C2C=CC=CC=2)C2C=CC=CC=2)=CC=1>[Br:8][C:4]1[CH:3]=[C:2]([C:21]2[CH:22]=[CH:17][CH:18]=[C:19]([N:23]3[C:24]4[CH:25]=[CH:26][CH:27]=[CH:28][C:29]=4[C:30]4[C:35]3=[CH:34][CH:33]=[CH:32][CH:31]=4)[CH:20]=2)[CH:7]=[CH:6][CH:5]=1 |f:2.3,^1:52,54,73,92|. Procedure details: Step3. 1,3-Dibromobenzene (16 g, 64.9 mmol), 9-(3-(4,4,5,5-tetramethyl-1,3,2-dioxaborolan-2-yl)phenyl)-9H-carbazole b(6.0 g, 11.6 mmol), potassium acetate (saturated solution of 6.6 g in water) and tetrakis(triphenylphosphine)palladium (0) (380 mg) are heated to reflux in 150 mL of toluene overnight under nitrogen atmosphere. After cooling down, evaporation and column chromatography 9-(3′-bromo-[1,1′-biphenyl]-3-yl)-9H-carbazole (5.8 g) is obtained. Starting materials: O.Cl.FC1=CC=C(C=C1)NC(C1CCNCC1)C1=CC=C(C=C1)F (N,α-bis(4-fluorophenyl)-4-piperidinemethanamine hydrochloride hydrate), ClCCN1C(NC2=CC=CC=C2C1=O)=O (3-(2-chloroethyl)-2,4(1H,3H)quinazolinedione), C([O-])(O)=O.[Na+] (sodium bicarbonate), [I-].[K+] (potassium iodide), Cl (HCl). Solvent: C(CCC)O (1-butanol). Product: Cl.Cl.FC1=CC=C(C=C1)C(C1CCN(CC1)CCN1C(NC2=CC=CC=C2C1=O)=O)NC1=CC=C(C=C1)F (3-[2-[4-[(4-Fluorophenyl)[(4-fluorophenyl)amino]methyl]-1-piperidinyl]ethyl]2,4(1H,3H)quinazolinedione dihydrochloride). Isolated yield 42.5%. RXN SMILES: O.[ClH:2].[F:3][C:4]1[CH:9]=[CH:8][C:7]([NH:10][CH:11]([C:18]2[CH:23]=[CH:22][C:21]([F:24])=[CH:20][CH:19]=2)[CH:12]2[CH2:17][CH2:16][NH:15][CH2:14][CH2:13]2)=[CH:6][CH:5]=1.[Cl:25][CH2:26][CH2:27][N:28]1[C:37](=[O:38])[C:36]2[C:31](=[CH:32][CH:33]=[CH:34][CH:35]=2)[NH:30][C:29]1=[O:39].C(=O)(O)[O-].[Na+].[I-].[K+].Cl>C(O)CCC>[ClH:25].[ClH:2].[F:24][C:21]1[CH:20]=[CH:19][C:18]([CH:11]([NH:10][C:7]2[CH:6]=[CH:5][C:4]([F:3])=[CH:9][CH:8]=2)[CH:12]2[CH2:17][CH2:16][N:15]([CH2:26][CH2:27][N:28]3[C:37](=[O:38])[C:36]4[C:31](=[CH:32][CH:33]=[CH:34][CH:35]=4)[NH:30][C:29]3=[O:39])[CH2:14][CH2:13]2)=[CH:23][CH:22]=1 |f:0.1.2,4.5,6.7,10.11.12|. Procedure details: A mixture of 2.89 g (7.52 mmol) of N,α-bis(4-fluorophenyl)-4-piperidinemethanamine hydrochloride hydrate, 1.74 g (7.75 mmol) of 3-(2-chloroethyl)-2,4(1H,3H)quinazolinedione, 7.56 g (90 mmol) of sodium bicarbonate, and 0.20 g (1.20 mmol) of potassium iodide in 250 mL of 1-butanol was heated at reflux for 20 h. The solvent was removed in vacuo, and the residue was partitioned between CH2Cl2 and dilute NaOH. The organic phase was dried (Na2SO4), and the solvent was removed in vacuo. The residue was...